From a dataset of the Open Reaction Database (ORD), a public repository of structured organic reaction records. describe an organic reaction: reactants, conditions, products, and yield The reactants are C1(=CC=CC=C1)CCC=1CS[C@H]2N(C1C(=O)OC(C)(C)C)C(C2NC(CC=2SC=CC2)=O)=O (t-butyl 3-β-phenylethyl-7-(2-thienylacetamido)-3-cephem-4-carboxylate). Isolated yield 94.0%. Reaction conditions: time 30 minute. RXN SMILES: [C:1]1([CH2:7][CH2:8][C:9]2[CH2:10][S:11][C@@H:12]3[CH:23]([NH:24][C:25](=[O:32])[CH2:26][C:27]4[S:28][CH:29]=[CH:30][CH:31]=4)[C:22](=[O:33])[N:13]3[C:14]=2[C:15]([O:17]C(C)(C)C)=[O:16])[CH:6]=[CH:5][CH:4]=[CH:3][CH:2]=1>FC(F)(F)C(O)=O>[C:1]1([CH2:7][CH2:8][C:9]2[CH2:10][S:11][C@@H:12]3[CH:23]([NH:24][C:25](=[O:32])[CH2:26][C:27]4[S:28][CH:29]=[CH:30][CH:31]=4)[C:22](=[O:33])[N:13]3[C:14]=2[C:15]([OH:17])=[O:16])[CH:2]=[CH:3][CH:4]=[CH:5][CH:6]=1. Reported procedure: The cephem (XXIV) (29 mg) was dissolved in trifluoroacetic acid (0.5 ml) and the solution was stood at room temperature for 30 minutes. The solution was evaporated and the residual gum re-evaporated from dry benzene (4 × 1 ml). The residual gum was dissolved in dry ether and evaporated to give the desired cephem carboxylic acid (XXVI) as a dark yellow solid foam (24 mg, 94%). νmax (CHCl3) 1775 cm-1 (β-lactam); 1675 cm-1 (amide). Yields the product C1(=CC=CC=C1)CCC=1CS[C@H]2N(C1C(=O)O)C(C2NC(CC=2SC=CC2)=O)=O (3-β-phenylethyl-7-(2-thienylacetamido) -3-cephem-4-carboxylic acid), foam. Solvent: FC(C(=O)O)(F)F (trifluoroacetic acid). The reactants are FC(CCC(=O)O)(F)F (4,4,4-trifluorobutanoic acid), C(C(=O)Cl)(=O)Cl (oxalyl dichloride), BrC1=CC=CC=C1 (bromobenzene), [Cl-].[Al+3].[Cl-].[Cl-] (aluminum chloride). The solvent is O (water), CN(C)C=O (DMF). Conditions: time 2 hour. Yields the product BrC1=CC=C(C=C1)C(CCC(F)(F)F)O (1-(4-bromophenyl)-4,4,4-trifluorobutan-1-ol). RXN SMILES: [F:1][C:2]([F:9])([F:8])[CH2:3][CH2:4][C:5](O)=[O:6].C(Cl)(=O)C(Cl)=O.[Br:16][C:17]1[CH:22]=[CH:21][CH:20]=[CH:19][CH:18]=1.[Cl-].[Al+3].[Cl-].[Cl-]>O.CN(C=O)C>[Br:16][C:17]1[CH:22]=[CH:21][C:20]([CH:5]([OH:6])[CH2:4][CH2:3][C:2]([F:9])([F:8])[F:1])=[CH:19][CH:18]=1 |f:3.4.5.6|. Procedure: To a mixture of 4,4,4-trifluorobutanoic acid (1.0 g), oxalyl dichloride (0.820 mL) and bromobenzene (3.71 mL) was added DMF (0.008 mL), and the mixture was stirred at room temperature for 2 hr. To the reaction mixture was added aluminum chloride (1.408 g) at 0° C., and the mixture was stirred at room temperature for 3 hr. To the reaction mixture was added water at 0° C., the mixture was extracted with ethyl acetate, and the extract was washed with water and saturated brine, and dried over anhydr... The reactants are IC1=CC(=C(C=C1)N)N (4-iodo-1,2-phenylenediamine), ClC=1C=C(C=CC1)C1CC(=O)OC(C1)=O (3-(3-chlorophenyl)glutaric anhydride). Yields the product ClC=1C=C(C=CC1)C(CC(=O)O)CC=1NC2=C(N1)C=CC(=C2)I.Cl (3-(3-chlorophenyl)-4-(5-iodo-2-benzimidazolyl)butanoic acid•HCl). RXN SMILES: [I:1][C:2]1[CH:7]=[CH:6][C:5]([NH2:8])=[C:4]([NH2:9])[CH:3]=1.[Cl:10][C:11]1[CH:12]=[C:13]([CH:17]2[CH2:23][C:22](=O)[O:21][C:19](=[O:20])[CH2:18]2)[CH:14]=[CH:15][CH:16]=1>>[Cl:10][C:11]1[CH:12]=[C:13]([CH:17]([CH2:23][C:22]2[NH:9][C:4]3[CH:3]=[C:2]([I:1])[CH:7]=[CH:6][C:5]=3[N:8]=2)[CH2:18][C:19]([OH:21])=[O:20])[CH:14]=[CH:15][CH:16]=1.[ClH:10] |f:2.3|. Procedure details: By a procedure similar to that of example 1.4, starting from 4-iodo-1,2-phenylenediamine and 3-(3-chlorophenyl)glutaric anhydride, 3-(3-chlorophenyl)-4-(5-iodo-2-benzimidazolyl)butanoic acid•HCl was obtained as light beige solid. Reactants: COC(C1=CC(=C(C=C1)NC(=O)N(C=1N(N=C2C=CC=CC12)C1=CC=C(C=C1)Cl)CCCC)Cl)=O (4-{3-butyl-3-[2-(4-chloro-phenyl)-2H-indazol-3-yl]-ureido}-3-chloro-benzoic acid methyl ester), [OH-].[Li+] (lithium hydroxide). The solvent is C1CCOC1.CO (THF MeOH). Product: C(CCC)N(C(NC1=C(C=C(C(=O)O)C=C1)Cl)=O)C=1N(N=C2C=CC=CC12)C1=CC=C(C=C1)Cl (4-{3-Butyl-3-[2-(4-chloro-phenyl)-2H-indazol-3-yl]-ureido}-3-chloro-benzoic acid). Reaction SMILES: C[O:2][C:3](=[O:35])[C:4]1[CH:9]=[CH:8][C:7]([NH:10][C:11]([N:13]([CH2:30][CH2:31][CH2:32][CH3:33])[C:14]2[N:15]([C:23]3[CH:28]=[CH:27][C:26]([Cl:29])=[CH:25][CH:24]=3)[N:16]=[C:17]3[C:22]=2[CH:21]=[CH:20][CH:19]=[CH:18]3)=[O:12])=[C:6]([Cl:34])[CH:5]=1.[OH-].[Li+]>C1COCC1.CO>[CH2:30]([N:13]([C:14]1[N:15]([C:23]2[CH:24]=[CH:25][C:26]([Cl:29])=[CH:27][CH:28]=2)[N:16]=[C:17]2[C:22]=1[CH:21]=[CH:20][CH:19]=[CH:18]2)[C:11](=[O:12])[NH:10][C:7]1[CH:8]=[CH:9][C:4]([C:3]([OH:35])=[O:2])=[CH:5][C:6]=1[Cl:34])[CH2:31][CH2:32][CH3:33] |f:1.2,3.4|. Procedure: In analogy to the procedure described in example 2.2, 4-{3-butyl-3-[2-(4-chloro-phenyl)-2H-indazol-3-yl]-ureido}-3-chloro-benzoic acid methyl ester was treated with 1 N aqueous lithium hydroxide solution in THF/MeOH 1/1 for 14 h at ambient temperature to give the title compound as colorless foam. MS: m/e=496.1 [M−H−]. Starting materials: OC=1C(NN=C(C1)CCC1=CC=CC=C1)=O (4-hydroxy-6-(2-phenylethyl)pyridazin-3(2H)-one), C(C1=CC=CC=C1)OC=1N=NC(=CC1OCC1=CC=CC=C1)CC1=C(C=CC=C1F)Cl (3,4-bis(benzyloxy)-6-[(2-chloro-6-fluorophenyl)methyl]pyridazine), C(C1=CC=CC=C1)OC=1N=NC(=CC1OCC1=CC=CC=C1)CC1=C(C=CC=C1F)Cl (3,4-bis(benzyloxy)-6-[(2-chloro-6-fluorophenyl)methyl]pyridazine). Run in O1CCCC1 (tetrahydrofuran). The product is ClC1=C(CC=2C=C(C(NN2)=O)O)C(=CC=C1)F (6-(2-Chloro-6-fluorobenzyl)-4-hydroxypyridazin-3(2H)-one). As a reaction SMILES: OC1C(=O)NN=C(CCC2C=CC=CC=2)C=1.C([O:24][C:25]1[N:26]=[N:27][C:28]([CH2:39][C:40]2[C:45]([F:46])=[CH:44][CH:43]=[CH:42][C:41]=2[Cl:47])=[CH:29][C:30]=1[O:31]CC1C=CC=CC=1)C1C=CC=CC=1>O1CCCC1>[Cl:47][C:41]1[CH:42]=[CH:43][CH:44]=[C:45]([F:46])[C:40]=1[CH2:39][C:28]1[CH:29]=[C:30]([OH:31])[C:25](=[O:24])[NH:26][N:27]=1. Reported procedure: Prepared in the same way as 4-hydroxy-6-(2-phenylethyl)pyridazin-3(2H)-one (Example 1) from 3,4-bis(benzyloxy)-6-[(2-chloro-6-fluorophenyl)methyl]pyridazine (Intermediate 52) except that the solvent used for the hydrogenation was tetrahydrofuran and the product was recrystallised from a mixture of MTBE and heptanes. The reactants are S(=O)(=O)([O-])[O-].[Na+].[Na+] (sodium sulfate), C(C)N=C=O (ethyl isocyanate), NC1=NN2C(N(C(=C([C@H]2C2=CC=C(C=C2)C#N)C#N)C)C2=CC(=CC=C2)C(F)(F)F)=N1 ((7R)-2-amino-7-(4-cyanophenyl)-5-methyl-4-[3-(trifluoromethyl)phenyl]-4,7-dihydro[1,2,4]triazolo[1,5-a]pyrimidine-6-carbonitrile). Run in N1=CC=CC=C1 (pyridine). Run at temperature 100 celsius. Yields the product C(#N)C1=C(N(C=2N([C@@H]1C1=CC=C(C=C1)C#N)N=C(N2)NC(=O)NCC)C2=CC(=CC=C2)C(F)(F)F)C (1-{(7R)-6-Cyano-7-(4-cyanophenyl)-5-methyl-4-[3-(trifluoromethyl)phenyl]-4,7-dihydro[1,2,4]triazolo[1,5-a]pyrimidin-2-yl}-3-ethylurea). Reaction SMILES: [NH2:1][C:2]1[N:31]=[C:5]2[N:6]([C:21]3[CH:26]=[CH:25][CH:24]=[C:23]([C:27]([F:30])([F:29])[F:28])[CH:22]=3)[C:7]([CH3:20])=[C:8]([C:18]#[N:19])[C@@H:9]([C:10]3[CH:15]=[CH:14][C:13]([C:16]#[N:17])=[CH:12][CH:11]=3)[N:4]2[N:3]=1.S([O-])([O-])(=O)=O.[Na+].[Na+].[CH2:39]([N:41]=[C:42]=[O:43])[CH3:40]>N1C=CC=CC=1>[C:18]([C:8]1[C@@H:9]([C:10]2[CH:15]=[CH:14][C:13]([C:16]#[N:17])=[CH:12][CH:11]=2)[N:4]2[N:3]=[C:2]([NH:1][C:42]([NH:41][CH2:39][CH3:40])=[O:43])[N:31]=[C:5]2[N:6]([C:21]2[CH:26]=[CH:25][CH:24]=[C:23]([C:27]([F:28])([F:30])[F:29])[CH:22]=2)[C:7]=1[CH3:20])#[N:19] |f:1.2.3|. Reported procedure: Under an atmosphere of argon protective gas, (7R)-2-amino-7-(4-cyanophenyl)-5-methyl-4-[3-(trifluoromethyl)phenyl]-4,7-dihydro[1,2,4]triazolo[1,5-a]pyrimidine-6-carbonitrile (15 mg, 33 μmol) was dissolved in abs. pyridine (2 ml), and solid sodium sulfate (spatula tip) and ethyl isocyanate (46.6 mg, 655 μmol, 20 eq.) were added. The reaction mixture was then heated in a microwave reactor (2.5 h at 100° C., then 2 h at 110° C. and finally 2 h at 125° C.). After cooling, the reaction mixture was fi... The reactants are O=C(O)c1ccc(F)c(Cl)c1, Nc1ncc([N+](=O)[O-])cn1, O, c1ccncc1. Product: O=C(Nc1ncc([N+](=O)[O-])cn1)c1ccc(F)c(Cl)c1. As a reaction SMILES: [Cl:11][c:12]1[cH:13][c:14]([C:15](=[O:16])[OH:17])[cH:18][cH:19][c:20]1[F:21].[N+:1](=[O:2])([O-:3])[c:4]1[cH:5][n:6][c:7]([NH2:10])[n:8][cH:9]1.[OH2:22].[cH:23]1[cH:24][cH:25][n:26][cH:27][cH:28]1>>[N+:1](=[O:2])([O-:3])[c:4]1[cH:5][n:6][c:7]([NH:10][C:15]([c:14]2[cH:13][c:12]([Cl:11])[c:20]([F:21])[cH:19][cH:18]2)=[O:16])[n:8][cH:9]1. Starting materials: CC1=NN(C(=C1)C)C(NS(=O)(=O)C1=CC=CC=C1)=N (N-[(3,5-dimethylpyrazol-1-yl)-iminomethyl]-benzenesulfonamide), CS(=O)(=O)O (methanesulfonic acid), NN1CCOCC1 (N-aminomorpholine). Yields the product NC(=NS(=O)(=O)C1=CC=CC=C1)NN1CCOCC1 (N-[amino-(morpholin-4-yl-amino)-methylene]-benzene-sulfonamide). As a reaction SMILES: C[C:2]1[CH:6]=C(C)[N:4]([C:8](=[NH:19])[NH:9][S:10]([C:13]2[CH:18]=[CH:17][CH:16]=[CH:15][CH:14]=2)(=[O:12])=[O:11])[N:3]=1.CS(O)(=O)=O.NN1CC[O:29][CH2:28][CH2:27]1>>[NH2:19][C:8]([NH:4][N:3]1[CH2:2][CH2:6][O:29][CH2:28][CH2:27]1)=[N:9][S:10]([C:13]1[CH:14]=[CH:15][CH:16]=[CH:17][CH:18]=1)(=[O:11])=[O:12]. Reported procedure: The compound of Example 29 was prepared according to the accompanying synthesis procedure from 0.5 ml of N-[(3,5-dimethylpyrazol-1-yl)-iminomethyl]-benzenesulfonamide solution (0.2 M, acetonitrile) with 19 mg of methanesulfonic acid and 0.5 ml of N-aminomorpholine solution (1.0 M, acetonitrile) and filed in a substance databank. Calculated mol. wt. 284.34; found mol. wt. (M+H) 285.3; 569.1 (Dimer) Product: COC(=O)C1Cc2cc(O)c(O)cc2CN1. The reactants are CO, Cl, O=C(O)C1Cc2cc(O)c(O)cc2CN1. As a reaction SMILES: [CH3:17][OH:18].[ClH:16].[OH:1][c:2]1[cH:3][c:4]2[c:9]([cH:10][c:11]1[OH:12])[CH2:8][NH:7][CH:6]([C:13](=[O:14])[OH:15])[CH2:5]2>>[OH:1][c:2]1[cH:3][c:4]2[c:9]([cH:10][c:11]1[OH:12])[CH2:8][NH:7][CH:6]([C:13]([O:14][CH3:17])=[O:15])[CH2:5]2. Starting materials: C=CCc1cc([N+](=O)[O-])ccc1O, Cc1cccc(C)n1, ClCCl, O=S(=O)(OS(=O)(=O)C(F)(F)F)C(F)(F)F. The product is C=CCc1cc([N+](=O)[O-])ccc1OS(=O)(=O)C(F)(F)F. RXN SMILES: [CH2:16]([CH:17]=[CH2:18])[c:19]1[c:20]([OH:28])[cH:21][cH:22][c:23]([N+:25](=[O:26])[O-:27])[cH:24]1.[CH3:29][c:30]1[n:31][c:32]([CH3:33])[cH:34][cH:35][cH:36]1.[Cl:37][CH2:38][Cl:39].[F:1][C:2]([F:3])([F:4])[S:5](=[O:6])(=[O:7])[O:8][S:9]([C:10]([F:11])([F:12])[F:13])(=[O:14])=[O:15]>>[F:1][C:2]([F:3])([F:4])[S:5](=[O:6])(=[O:7])[O:8][c:20]1[c:19]([CH2:16][CH:17]=[CH2:18])[cH:24][c:23]([N+:25](=[O:26])[O-:27])[cH:22][cH:21]1.